This data is from the Open Reaction Database (ORD), a public repository of structured organic reaction records. The task is: describe an organic reaction: reactants, conditions, products, and yield Reactants: O=C(NC(Cc1ccccc1)C(=O)CBr)OCc1ccccc1, CC(C)CN1CCCC1C(N)=O, ClCCl. The product is CC(C)CN1CCCC1C(=O)NCC(=O)C(Cc1ccccc1)NC(=O)OCc1ccccc1. RXN SMILES: [CH2:1]([c:2]1[cH:3][cH:4][cH:5][cH:6][cH:7]1)[O:8][C:9](=[O:10])[NH:11][CH:12]([CH2:13][c:14]1[cH:15][cH:16][cH:17][cH:18][cH:19]1)[C:20](=[O:21])[CH2:22][Br:23].[CH2:24]([CH:25]([CH3:26])[CH3:27])[N:28]1[CH:29]([C:30](=[O:31])[NH2:32])[CH2:33][CH2:34][CH2:35]1.[Cl:36][CH2:37][Cl:38]>>[CH2:1]([c:2]1[cH:3][cH:4][cH:5][cH:6][cH:7]1)[O:8][C:9](=[O:10])[NH:11][CH:12]([CH2:13][c:14]1[cH:15][cH:16][cH:17][cH:18][cH:19]1)[C:20](=[O:21])[CH2:22][NH:32][C:30]([CH:29]1[N:28]([CH2:24][CH:25]([CH3:26])[CH3:27])[CH2:35][CH2:34][CH2:33]1)=[O:31]. The reactants are COC(=O)c1cc(C=CC(=O)OC(C)(C)C)cc(C)c1N(C)S(=O)(=O)c1ccc(OC)cc1, CCO. The product is COC(=O)c1cc(CCC(=O)OC(C)(C)C)cc(C)c1N(C)S(=O)(=O)c1ccc(OC)cc1. Reaction SMILES: [CH3:1][O:2][C:3]([c:4]1[c:5]([N:20]([CH3:21])[S:22](=[O:23])(=[O:24])[c:25]2[cH:26][cH:27][c:28]([O:31][CH3:32])[cH:29][cH:30]2)[c:6]([CH3:19])[cH:7][c:8]([CH:10]=[CH:11][C:12](=[O:13])[O:14][C:15]([CH3:16])([CH3:17])[CH3:18])[cH:9]1)=[O:33].[CH3:34][CH2:35][OH:36]>>[CH3:1][O:2][C:3]([c:4]1[c:5]([N:20]([CH3:21])[S:22](=[O:23])(=[O:24])[c:25]2[cH:26][cH:27][c:28]([O:31][CH3:32])[cH:29][cH:30]2)[c:6]([CH3:19])[cH:7][c:8]([CH2:10][CH2:11][C:12](=[O:13])[O:14][C:15]([CH3:16])([CH3:17])[CH3:18])[cH:9]1)=[O:33].